This data is from the Open Reaction Database (ORD), a public repository of structured organic reaction records. The task is: describe an organic reaction: reactants, conditions, products, and yield Starting materials: C1=C2C3=C(C=NC2=CC=C1)N=C1N3OCCC1 (9,10-Dihydro-8H-[1,2]oxazino[2′,3′:1,2]imidazo[4,5-c]quinoline), ClC=1C=C(C(=O)OO)C=CC1 (3-chloroperoxybenzoic acid). Run in ClCCl (dichloromethane), ClCCl (dichloromethane). Conditions: time 1 hour. Yields the product C1=C2C3=C(C=[N+](C2=CC=C1)[O-])N=C1N3OCCC1 (9,10-dihydro-8H-[1,2]oxazino[2′,3′:1,2]imidazo[4,5-c]quinoline 5-oxide). The yield is 101.8%. Reaction SMILES: [CH:1]1[CH:10]=[CH:9][CH:8]=[C:7]2[C:2]=1[C:3]1[N:13]3[O:14][CH2:15][CH2:16][CH2:17][C:12]3=[N:11][C:4]=1[CH:5]=[N:6]2.ClC1C=C(C=CC=1)C(OO)=[O:23]>ClCCl>[CH:1]1[CH:10]=[CH:9][CH:8]=[C:7]2[C:2]=1[C:3]1[N:13]3[O:14][CH2:15][CH2:16][CH2:17][C:12]3=[N:11][C:4]=1[CH:5]=[N+:6]2[O-:23]. Procedure details: 9,10-Dihydro-8H-[1,2]oxazino[2′,3′:1,2]imidazo[4,5-c]quinoline (0.3339 g, 1.482 mmol) was dissolved in 5 mL of dichloromethane and treated with 3-chloroperoxybenzoic acid (0.95 g, 57-86% purity). After stirring for 1 hour, the reaction mixture was diluted with 15 mL of dichloromethane, washed successively with dilute aqueous K2CO3, H2O, and brine, dried over Na2SO4, and concentrated under reduced pressure to give 0.364 g of 9,10-dihydro-8H-[1,2]oxazino[2′,3′:1,2]imidazo[4,5-c]quinoline 5-oxide a... Starting materials: N1CCSCC1 (thiomorpholine), C1=CC=C(C=C1)COC(=O)Cl (benzyl chloridocarbonate), Cl (HCl). Solvent: [OH-].[Na+] (NaOH). Reaction conditions: time 2 hour. Yields the product N1(CCSCC1)C(=O)OCC1=CC=CC=C1 (benzyl 4-thiomorpholinecarboxylate). Reaction SMILES: [NH:1]1[CH2:6][CH2:5][S:4][CH2:3][CH2:2]1.[CH:7]1[CH:12]=[CH:11][C:10]([CH2:13][O:14][C:15](Cl)=[O:16])=[CH:9][CH:8]=1.Cl>[OH-].[Na+]>[N:1]1([C:15]([O:14][CH2:13][C:10]2[CH:11]=[CH:12][CH:7]=[CH:8][CH:9]=2)=[O:16])[CH2:6][CH2:5][S:4][CH2:3][CH2:2]1 |f:3.4|. Procedure details: To a solution of thiomorpholine (2 g) in 1N NaOH (11.6 mL) was added benzyl chloridocarbonate (1.66 mL) under ice water cooling and the mixture was stirred at ambient temperature for 2 hours. The solution was neutrolized with 1N HCl and extracted with EtOAc twice. The combined organic layer was washed with water and brine, dried over MgSO4 and evaporated in vacuo. The residue was purified by silica gel column chromatography to give benzyl 4-thiomorpholinecarboxylate as a colorless solid (4.8 g). The product is CN(C1=NC2=CC(=C(C=C2N=C1)Cl)Cl)C1=CC=C(C=C1)O (4-[N-methyl-N-(6,7-dichloro-2-quinoxalinyl)amino]phenol). Reported procedure: 2,6,7-Trichloroquinoxaline was reacted with 4-(N-methylamino)phenol sulfate, following essentially the same procedure as that described in Example 1 Part (a), to give 4-[N-methyl-N-(6,7-dichloro-2-quinoxalinyl)amino]phenol. Proton magnetic resonance spectrum (d6 -acetone; δ in ppm): 8.25 (1H, s, quinoxaline hetero-ring proton); 8.0 (1H, s, quinoxaline benzo-ring proton); 7.9 (1H, s, quinoxaline benzo-ring proton); 7.15 (4H, m, phenoxy protons; 3.55 (3H, s, N-CH3). Reaction SMILES: Cl[C:2]1[CH:11]=[N:10][C:9]2[C:4](=[CH:5][C:6]([Cl:13])=[C:7]([Cl:12])[CH:8]=2)[N:3]=1.S([O:18][C:19]1[CH:24]=[CH:23][C:22]([NH:25][CH3:26])=[CH:21][CH:20]=1)(O)(=O)=O>>[CH3:26][N:25]([C:22]1[CH:23]=[CH:24][C:19]([OH:18])=[CH:20][CH:21]=1)[C:2]1[CH:11]=[N:10][C:9]2[C:4](=[CH:5][C:6]([Cl:13])=[C:7]([Cl:12])[CH:8]=2)[N:3]=1. Starting materials: ClC1=NC2=CC(=C(C=C2N=C1)Cl)Cl (2,6,7-Trichloroquinoxaline), S(=O)(=O)(O)OC1=CC=C(C=C1)NC (4-(N-methylamino)phenol sulfate), ( a ). The reactants are C(C1=CC=CC=C1)OC(=O)C=1NC=C(C1)C(NC1CCN(CC1)C(C)C)=O (4-(1-Isopropyl-piperidin-4-ylcarbamoyl)-1H-pyrrole-2-carboxylic acid benzyl ester), C(=O)([O-])[O-].[Cs+].[Cs+] (Cs2CO3), BrCC(=O)NC1=NC=C(C=C1)Cl (2-bromo-N-(5-chloro-pyridin-2-yl)-acetamide). The solvent is CN(C)C=O (DMF). Reaction conditions: time 20 hour. Product: C(C1=CC=CC=C1)OC(=O)C=1N(C=C(C1)C(NC1CCN(CC1)C(C)C)=O)CC(NC1=NC=C(C=C1)Cl)=O (1-[(5-chloro-pyridin-2-ylcarbamoyl)-methyl]-4-(1-isopropyl-piperidin-4-ylcarbamoyl)-1H-pyrrole-2-carboxylic acid benzyl ester). Isolated yield 39.1%. As a reaction SMILES: [CH2:1]([O:8][C:9]([C:11]1[NH:12][CH:13]=[C:14]([C:16](=[O:27])[NH:17][CH:18]2[CH2:23][CH2:22][N:21]([CH:24]([CH3:26])[CH3:25])[CH2:20][CH2:19]2)[CH:15]=1)=[O:10])[C:2]1[CH:7]=[CH:6][CH:5]=[CH:4][CH:3]=1.C([O-])([O-])=O.[Cs+].[Cs+].Br[CH2:35][C:36]([NH:38][C:39]1[CH:44]=[CH:43][C:42]([Cl:45])=[CH:41][N:40]=1)=[O:37]>CN(C=O)C>[CH2:1]([O:8][C:9]([C:11]1[N:12]([CH2:35][C:36](=[O:37])[NH:38][C:39]2[CH:44]=[CH:43][C:42]([Cl:45])=[CH:41][N:40]=2)[CH:13]=[C:14]([C:16](=[O:27])[NH:17][CH:18]2[CH2:23][CH2:22][N:21]([CH:24]([CH3:25])[CH3:26])[CH2:20][CH2:19]2)[CH:15]=1)=[O:10])[C:2]1[CH:7]=[CH:6][CH:5]=[CH:4][CH:3]=1 |f:1.2.3|. Procedure: To a solution of 4-(1-Isopropyl-piperidin-4-ylcarbamoyl)-1H-pyrrole-2-carboxylic acid benzyl ester (50 mg) in DMF (2 mL) was added Cs2CO3 (176 mg), followed by 2-bromo-N-(5-chloro-pyridin-2-yl)-acetamide (34 mg). The mixture was stirred for 20 h at RT whereupon it was filtered. The filtrates were directly subjected to preparative HPLC(CH3CN/H2O gradient+0.05% TFA). Pure 1-[(5-chloro-pyridin-2-ylcarbamoyl)-methyl]-4-(1-isopropyl-piperidin-4-ylcarbamoyl)-1H-pyrrole-2-carboxylic acid benzyl ester (... Reactants: C(C=C)OC1(CCN(CC1)C1=C(C(=NC=2N1N=C(C2)CI)C)[C@@H](C(=O)OCC)OC(C)(C)C)C ((S)-ethyl 2-(7-(4-(allyloxy)-4-methylpiperidin-1-yl)-2-(iodomethyl)-5-methylpyrazolo[1,5-a]pyrimidin-6-yl)-2-(tert-butoxy)acetate), C(C=C)C1=C(C=CC(=C1)F)CO ((2-allyl-4-fluorophenyl)methanol), [H-].[Na+] (NaH). The solvent is CN(C)C=O (DMF). Run at temperature 0 celsius, time 2 hour. Product: C(C=C)C1=C(COCC2=NN3C(N=C(C(=C3N3CCC(CC3)(C)OCC=C)[C@@H](C(=O)OCC)OC(C)(C)C)C)=C2)C=CC(=C1)F ((S)-ethyl 2-(2-(((2-allyl-4-fluorobenzyl)oxy)methyl)-7-(4-(allyloxy)-4-methylpiperidin-1-yl)-5-methylpyrazolo[1,5-a]pyrimidin-6-yl)-2-(tert-butoxy)acetate). Isolated yield 43.6%. Reaction SMILES: [CH2:1]([O:4][C:5]1([CH3:34])[CH2:10][CH2:9][N:8]([C:11]2[N:16]3[N:17]=[C:18]([CH2:20]I)[CH:19]=[C:15]3[N:14]=[C:13]([CH3:22])[C:12]=2[C@H:23]([O:29][C:30]([CH3:33])([CH3:32])[CH3:31])[C:24]([O:26][CH2:27][CH3:28])=[O:25])[CH2:7][CH2:6]1)[CH:2]=[CH2:3].[CH2:35]([C:38]1[CH:43]=[C:42]([F:44])[CH:41]=[CH:40][C:39]=1[CH2:45][OH:46])[CH:36]=[CH2:37].[H-].[Na+]>CN(C=O)C>[CH2:35]([C:38]1[CH:43]=[C:42]([F:44])[CH:41]=[CH:40][C:39]=1[CH2:45][O:46][CH2:20][C:18]1[CH:19]=[C:15]2[N:14]=[C:13]([CH3:22])[C:12]([C@H:23]([O:29][C:30]([CH3:33])([CH3:32])[CH3:31])[C:24]([O:26][CH2:27][CH3:28])=[O:25])=[C:11]([N:8]3[CH2:9][CH2:10][C:5]([O:4][CH2:1][CH:2]=[CH2:3])([CH3:34])[CH2:6][CH2:7]3)[N:16]2[N:17]=1)[CH:36]=[CH2:37] |f:2.3|. Procedure details: To a mixture of (S)-ethyl 2-(7-(4-(allyloxy)-4-methylpiperidin-1-yl)-2-(iodomethyl)-5-methylpyrazolo[1,5-a]pyrimidin-6-yl)-2-(tert-butoxy)acetate (150 mg, 0.257 mmol) and (2-allyl-4-fluorophenyl)methanol (42.7 mg, 0.257 mmol) in DMF (5 mL) at 0° C. was added NaH (10.26 mg, 0.257 mmol). The reaction was stirred at 0° C. for 2 h. It was then quenched with water, extracted with EtOAc. The organic layer was dried over MgSO4, filtered and concentrated to obtain an oil, which was purified by biotage, ... Reactants: NC1=NC2(CO1)c1cc(-c3cncnc3)ccc1Oc1ncc(Br)cc12, C#CC(C)(C)C, CCOC(C)=O, [Cu]I, CN(C)C=O, O, c1ccc(P(c2ccccc2)(c2ccccc2)[Pd](P(c2ccccc2)(c2ccccc2)c2ccccc2)(P(c2ccccc2)(c2ccccc2)c2ccccc2)P(c2ccccc2)(c2ccccc2)c2ccccc2)cc1. Product: CC(C)(C)C#Cc1cnc2c(c1)C1(COC(N)=N1)c1cc(-c3cncnc3)ccc1O2. RXN SMILES: [Br:1][c:2]1[cH:3][c:4]2[c:5]([n:6][cH:7]1)[O:8][c:9]1[cH:10][cH:11][c:12](-[c:21]3[cH:22][n:23][cH:24][n:25][cH:26]3)[cH:13][c:14]1[C:15]21[N:16]=[C:17]([NH2:20])[O:18][CH2:19]1.[CH3:32][C:33]([C:34]#[CH:35])([CH3:36])[CH3:37].[CH3:38][CH2:39][O:40][C:41](=[O:42])[CH3:43].[Cu:122][I:123].[O:27]=[CH:28][N:29]([CH3:30])[CH3:31].[OH2:44].[cH:45]1[cH:46][cH:47][c:48]([P:49]([Pd:50]([P:51]([c:52]2[cH:53][cH:54][cH:55][cH:56][cH:57]2)([c:58]2[cH:59][cH:60][cH:61][cH:62][cH:63]2)[c:64]2[cH:65][cH:66][cH:67][cH:68][cH:69]2)([P:70]([c:71]2[cH:72][cH:73][cH:74][cH:75][cH:76]2)([c:77]2[cH:78][cH:79][cH:80][cH:81][cH:82]2)[c:83]2[cH:84][cH:85][cH:86][cH:87][cH:88]2)[P:89]([c:90]2[cH:91][cH:92][cH:93][cH:94][cH:95]2)([c:96]2[cH:97][cH:98][cH:99][cH:100][cH:101]2)[c:102]2[cH:103][cH:104][cH:105][cH:106][cH:107]2)([c:108]2[cH:109][cH:110][cH:111][cH:112][cH:113]2)[c:114]2[cH:115][cH:116][cH:117][cH:118][cH:119]2)[cH:120][cH:121]1>>[c:2]1([C:35]#[C:34][C:33]([CH3:32])([CH3:36])[CH3:37])[cH:3][c:4]2[c:5]([n:6][cH:7]1)[O:8][c:9]1[cH:10][cH:11][c:12](-[c:21]3[cH:22][n:23][cH:24][n:25][cH:26]3)[cH:13][c:14]1[C:15]21[N:16]=[C:17]([NH2:20])[O:18][CH2:19]1.